describe an organic reaction: reactants, conditions, products, and yield From a dataset of the Open Reaction Database (ORD), a public repository of structured organic reaction records. Reaction conditions: time 8 hour. The yield is 100.0%. As a reaction SMILES: OO.[C:3]([NH:6][CH2:7][CH2:8][C:9]1[CH:14]=[CH:13][CH:12]=[CH:11][N:10]=1)(=[O:5])[CH3:4].S([O-])([O-])=[O:16].[Na+].[Na+]>C(O)(=O)C>[C:3]([NH:6][CH2:7][CH2:8][C:9]1[CH:14]=[CH:13][CH:12]=[CH:11][N+:10]=1[O-:16])(=[O:5])[CH3:4] |f:2.3.4|. Procedure details: 30 wt % Hydrogen peroxide (80.3 ml) was added dropwise to a solution of 2-(2-acetylaminoethyl)pyridine (64.5 g) in acetic acid (65 ml) at 70°-75° C. and the mixture was stirred at the same temperature for 8 hours. After the mixture was ice-cooled and the mixture was added to a mixture of sodium sulfite (56.9 g) in ice water (200 ml). The solvent was removed by concentration in vacuo and the residue was extracted with a tetrahydrofuran. The extract solution was dried over magnesium sulfate and ev... The reactants are OO (Hydrogen peroxide), C(C)(=O)NCCC1=NC=CC=C1 (2-(2-acetylaminoethyl)pyridine), S(=O)([O-])[O-].[Na+].[Na+] (sodium sulfite). Run in C(C)(=O)O (acetic acid), ice water. Yields the product C(C)(=O)NCCC1=[N+](C=CC=C1)[O-] (2-(2-acetylaminoethyl)pyridine N-oxide). RXN SMILES: OC[CH2:3][C:4]1[CH:9]=[CH:8][C:7]([O:10][C:11](=[O:20])[N:12]([CH3:19])[C:13]2[CH:18]=[CH:17][CH:16]=[CH:15][CH:14]=2)=[CH:6][CH:5]=1.[OH:21][C:22]1[CH:27]=[CH:26][CH:25]=[CH:24][N:23]=1.N1C=CC=CC=1OCCC1C=CC(OC(=O)N(C)C2C=CC=CC=2)=CC=1>>[O:21]=[C:22]1[CH:27]=[CH:26][CH:25]=[CH:24][N:23]1[CH2:3][C:4]1[CH:5]=[CH:6][C:7]([O:10][C:11](=[O:20])[N:12]([CH3:19])[C:13]2[CH:14]=[CH:15][CH:16]=[CH:17][CH:18]=2)=[CH:8][CH:9]=1. Reactants: OCCC1=CC=C(C=C1)OC(N(C1=CC=CC=C1)C)=O (methyl-phenyl-carbamic acid 4-(2-hydroxy-ethyl)-phenyl ester), OC1=NC=CC=C1 (2-hydroxypyridine), N1=C(C=CC=C1)OCCC1=CC=C(C=C1)OC(N(C1=CC=CC=C1)C)=O (methyl-phenyl-carbamic acid 4-[2-(pyridin-2-yloxy)-ethyl]-phenyl ester). Isolated yield 29.0%. Reported procedure: The title compound was prepared in 29% yield as an oil using methyl-phenyl-carbamic acid 4-(2-hydroxy-ethyl)-phenyl ester and 2-hydroxypyridine. In addition 50% of the isomeric methyl-phenyl-carbamic acid 4-[2-(pyridin-2-yloxy)-ethyl]-phenyl ester was isolated, see characterization below. 1H NMR (400 MHz; CDCl3): δ 3.05 (t, 2H), 3.41 (br s, 3H), 4.14 (s, 2H), 6.08 (t, 1H), 6.66 (d, 1H), 6.90 (dd, 1H), 7.02 (br s, 2H), 7.10 (d, 2H), 7.25-7.42 (m, 6H); HPLC-MS: m/z=349.2 (M+1); Rt=3.04 min. Yields the product O=C1N(C=CC=C1)CC1=CC=C(C=C1)OC(N(C1=CC=CC=C1)C)=O (Methyl-phenyl-carbamic acid 4-(2-oxo-2H-pyridin-1-ylmethyl)-phenyl ester). Reactants: CC(C)(C)OC (TBME), CS(=O)(=O)OCCCOC1=CC2=C(OC(C3=C2CCCC3)=O)C=C1OC (7,8,9,10-tetrahydro-2-[3-(methanesulfonyloxy)propoxy]-3-methoxy-6H-dibenzo[b,d]pyran-6-one), C(\C=C\C(=O)[O-])(=O)[O-] (Fumarate), C1(=CC=CC=C1)N1CCNCC1 (1-phenylpiperazine). Solvent: C(C)(C)O (isopropanol), CC(=O)C (acetone), C(C)O (ethanol). The product is COC=1C(=CC2=C(OC(C3=C2CCCC3)=O)C1)OCCCN1CCN(CC1)C1=CC=CC=C1 (7,8,9,10-tetrahydro-3-methoxy-2-[3-(4-phenyl-1-piperazinyl)propoxy]-6H-dibenzo[b,d]pyran-6-one). The yield is 94.0%. Reaction SMILES: CS(O[CH2:6][CH2:7][CH2:8][O:9][C:10]1[C:24]([O:25][CH3:26])=[CH:23][C:13]2[O:14][C:15](=[O:22])[C:16]3[CH2:21][CH2:20][CH2:19][CH2:18][C:17]=3[C:12]=2[CH:11]=1)(=O)=O.[C:27]1([N:33]2[CH2:38][CH2:37][NH:36][CH2:35][CH2:34]2)[CH:32]=[CH:31][CH:30]=[CH:29][CH:28]=1.CC(OC)(C)C.C([O-])(=O)/C=C/C([O-])=O>CC(C)=O.C(O)C.C(O)(C)C>[CH3:26][O:25][C:24]1[C:10]([O:9][CH2:8][CH2:7][CH2:6][N:36]2[CH2:37][CH2:38][N:33]([C:27]3[CH:32]=[CH:31][CH:30]=[CH:29][CH:28]=3)[CH2:34][CH2:35]2)=[CH:11][C:12]2[C:17]3[CH2:18][CH2:19][CH2:20][CH2:21][C:16]=3[C:15](=[O:22])[O:14][C:13]=2[CH:23]=1. Reported procedure: Method B (24 h at 60° C.); starting materials: 7,8,9,10-tetrahydro-2-[3-(methanesulfonyloxy)propoxy]-3-methoxy-6H-dibenzo[b,d]pyran-6-one (example 80) and 1-phenylpiperazine; yield 94%; fusion point 104°-106° C. (from TBME and isopropanol). Fumarate: method E; yield 92%; fusion point 160°-161° C. (from ethanol and acetone). The reactants are C1CCOC1, CN(C)CCN(C)C, [Li]CCCC, CC1(c2cccs2)OCCO1, N#N, CN(C)C=O. The product is CC1(c2ccc(C=O)s2)OCCO1. RXN SMILES: [CH2:32]1[O:33][CH2:34][CH2:35][CH2:36]1.[CH3:14][N:15]([CH3:16])[CH2:17][CH2:18][N:19]([CH3:20])[CH3:21].[CH3:22][CH2:23][CH2:24][CH2:25][Li:26].[CH3:3][C:4]1([c:9]2[s:10][cH:11][cH:12][cH:13]2)[O:5][CH2:6][CH2:7][O:8]1.[N:1]#[N:2].[O:27]=[CH:28][N:29]([CH3:30])[CH3:31]>>[CH3:3][C:4]1([c:9]2[s:10][c:11]([CH:28]=[O:27])[cH:12][cH:13]2)[O:5][CH2:6][CH2:7][O:8]1.